Dataset: the Open Reaction Database (ORD), a public repository of structured organic reaction records. Task: describe an organic reaction: reactants, conditions, products, and yield The reactants are ClC=1C=CC(=C(C1)C(C#N)CO)OC(F)F (2-(5-chloro-2-(difluoromethoxy)phenyl)-3-hydroxypropanenitrile), OCCC#N (3-hydroxypropanenitrile), ester. The product is C(C)(=O)OCC(C#N)C1=C(C=CC(=C1)Cl)OC(F)F (3-acetoxy-2-(5-chloro-2-(difluoromethoxy)phenyl)propanenitrile). RXN SMILES: [Cl:1][C:2]1[CH:3]=[CH:4][C:5]([O:13][CH:14]([F:16])[F:15])=[C:6]([CH:8]([CH2:11][OH:12])[C:9]#[N:10])[CH:7]=1.[OH:17][CH2:18][CH2:19]C#N>>[C:18]([O:12][CH2:11][CH:8]([C:6]1[CH:7]=[C:2]([Cl:1])[CH:3]=[CH:4][C:5]=1[O:13][CH:14]([F:15])[F:16])[C:9]#[N:10])(=[O:17])[CH3:19]. Procedure details: This ester was prepared using the procedure described in Example 5, except 2-(5-chloro-2-(difluoromethoxy)phenyl)-3-hydroxypropanenitrile was used in place of 2-(2-chloro-5-(difluoromethoxy)phenyl)-3-hydroxypropanenitrile. The preparation of 2-5-chloro-2-(difluoromethoxy)phenyl)-3-hydroxypropanenitrile is described in Example 4. The recovered ester product was a colorless oil. The reactants are ClC1=C(C=CC=C1Cl)C=C(C(=O)OC1CCC1)C(C)=O (Cyclobutyl 2-(2,3-dichlorophenylmethylene)-3-oxobutanoate), NC(=CC(=O)OC)CF (methyl 3-amino-4-fluoro-2-butenoate). Run in petroleum ether, C(C)(=O)OCC (ethyl acetate). Yields the product ClC1=C(C=CC=C1Cl)C1C(=C(NC(=C1C(=O)OC1CCC1)C)CF)C(=O)OC (5-Cyclobutyl 3-methyl 4-(2,3-dichlorophenyl)-2-(fluoromethyl)-1,4-dihydro-6-methyl-3,5-pyridinedicarboxylate). As a reaction SMILES: [Cl:1][C:2]1[C:7]([Cl:8])=[CH:6][CH:5]=[CH:4][C:3]=1[CH:9]=[C:10]([C:18](=O)[CH3:19])[C:11]([O:13][CH:14]1[CH2:17][CH2:16][CH2:15]1)=[O:12].[NH2:21][C:22]([CH2:28][F:29])=[CH:23][C:24]([O:26][CH3:27])=[O:25]>C(OCC)(=O)C>[Cl:1][C:2]1[C:7]([Cl:8])=[CH:6][CH:5]=[CH:4][C:3]=1[CH:9]1[C:10]([C:11]([O:13][CH:14]2[CH2:17][CH2:16][CH2:15]2)=[O:12])=[C:18]([CH3:19])[NH:21][C:22]([CH2:28][F:29])=[C:23]1[C:24]([O:26][CH3:27])=[O:25]. Reported procedure: The product of step (a) (1.7 g, 5.4 mmoles) and methyl 3-amino-4-fluoro-2-butenoate (0.72 g, 5.4 mmoles) were mixed and heated to 95° (oil bath temperature) under an atmosphere of nitrogen for 6 hours. The oil was allowed to cool to room temperature. Chromatography on silica eluting with petroleum ether (60°-80° )/ethyl acetate mixtures, afforded the title compound as a yellow solid, which was recrystallised from petroleum ether (60°-80° ) to afford the title compound 0.37 g, mp 148°-9°. As a reaction SMILES: ClC(OCC(C)C)=O.[N:9]1[CH:14]=[CH:13][CH:12]=[C:11](/[CH:15]=[CH:16]/[C:17](O)=[O:18])[CH:10]=1.CN1CCOCC1.[BH4-].[Na+]>COCCOC.O>[N:9]1[CH:14]=[CH:13][CH:12]=[C:11](/[CH:15]=[CH:16]/[CH2:17][OH:18])[CH:10]=1 |f:3.4|. Reported procedure: Isobutyl chloroformate (4.4 ml) was added dropwise to a suspension of (E)-3-(3-pyridyl)acrylic acid (5.0 g) and N-methylmorpholine (4.05 ml) in 1,2-dimethoxyethane (50 ml) under −18° C. After being stirred at the same temperature for 0.5 hour, a solution of sodium borohydride (1.86 g) in water (10 ml) was added to the mixture all at once. The resulting mixture was poured into water and extracted with ethyl acetate. The extract was washed with brine and dried over magnesium sulfate, and evaporate... The reactants are [BH4-].[Na+] (sodium borohydride), ClC(=O)OCC(C)C (Isobutyl chloroformate), N1=CC(=CC=C1)/C=C/C(=O)O ((E)-3-(3-pyridyl)acrylic acid), CN1CCOCC1 (N-methylmorpholine). Product: N1=CC(=CC=C1)/C=C/CO ((E)-3-(3-pyridyl)-2-propen-1-ol). Conditions: time 0.5 hour. Solvent: O (water), COCCOC (1,2-dimethoxyethane), O (water). The yield is 22.1%. Reactants: BrCCCOC=1C=C(C=CC1)C1=NOC2=C1SC=C2 (3-[3-(3-bromo-propoxy)-phenyl]-thieno[2,3-d]isoxazole), C([O-])([O-])=O.[K+].[K+] (potassium carbonate), NC1CC2=CC=CC=C2C1 (2-aminoindan). The solvent is C(C)#N (acetonitrile). Yields the product C1C(CC2=CC=CC=C12)NCCCOC1=CC(=CC=C1)C1=NOC2=C1SC=C2 (indan-2-yl-[3-(3-thieno[2,3-d]isoxazol-3-yl-phenoxy)-propyl]-amine). RXN SMILES: Br[CH2:2][CH2:3][CH2:4][O:5][C:6]1[CH:7]=[C:8]([C:12]2[C:16]3[S:17][CH:18]=[CH:19][C:15]=3[O:14][N:13]=2)[CH:9]=[CH:10][CH:11]=1.C(=O)([O-])[O-].[K+].[K+].[NH2:26][CH:27]1[CH2:35][C:34]2[C:29](=[CH:30][CH:31]=[CH:32][CH:33]=2)[CH2:28]1>C(#N)C>[CH2:28]1[C:29]2[C:34](=[CH:33][CH:32]=[CH:31][CH:30]=2)[CH2:35][CH:27]1[NH:26][CH2:2][CH2:3][CH2:4][O:5][C:6]1[CH:11]=[CH:10][CH:9]=[C:8]([C:12]2[C:16]3[S:17][CH:18]=[CH:19][C:15]=3[O:14][N:13]=2)[CH:7]=1 |f:1.2.3|. Procedure details: The title compound is prepared from 3-[3-(3-bromo-propoxy)-phenyl]-thieno[2,3-d]isoxazole, potassium carbonate, 2-aminoindan, and acetonitrile essentially as described above in example 48. Purity by LC/MS (APCI)=99%, [M+H]+=391.